From a dataset of the Open Reaction Database (ORD), a public repository of structured organic reaction records. describe an organic reaction: reactants, conditions, products, and yield RXN SMILES: [CH2:1]([O:8][C:9]([N:11]1[CH2:16][CH2:15][CH:14]([CH2:17][O:18][C:19]2[CH:24]=[CH:23][C:22]([NH2:25])=[C:21]([CH2:26][S:27]([C:30]3[C:39]4[C:34](=[CH:35][CH:36]=[CH:37][CH:38]=4)[CH:33]=[CH:32][CH:31]=3)(=[O:29])=[O:28])[CH:20]=2)[CH2:13][CH2:12]1)=[O:10])[C:2]1[CH:7]=[CH:6][CH:5]=[CH:4][CH:3]=1.[N:40]([O-])=O.[Na+].C(=O)(O)[O-].[Na+]>C1COCC1.Cl.O>[CH2:1]([O:8][C:9]([N:11]1[CH2:12][CH2:13][CH:14]([CH2:17][O:18][C:19]2[CH:20]=[C:21]3[C:22](=[CH:23][CH:24]=2)[NH:25][N:40]=[C:26]3[S:27]([C:30]2[C:39]3[C:34](=[CH:35][CH:36]=[CH:37][CH:38]=3)[CH:33]=[CH:32][CH:31]=2)(=[O:29])=[O:28])[CH2:15][CH2:16]1)=[O:10])[C:2]1[CH:3]=[CH:4][CH:5]=[CH:6][CH:7]=1 |f:1.2,3.4|. Isolated yield 94.9%. Procedure details: A mixture of 4-[4-amino-3-(1-naphthylsulfonylmethyl)phenoxymethyl]-piperidine-1-carboxylic acid benzyl ester (0.74 g, 1.36 mmoles) in THF and 4M HCl (10 mL), under nitrogen, at 3° C. was treated dropwise with a solution of sodium nitrite (0.09 g, 1.42 mmoles) in H2O, poured into a cold solution of saturated sodium bicarbonate and extracted with EtOAc. The extracts were combined, dried over Na2SO4 and concentrated under vacuum to afford the title compound as an off white solid (0.71 g, 1.29 mmole... Starting materials: N(=O)[O-].[Na+] (sodium nitrite), C(C1=CC=CC=C1)OC(=O)N1CCC(CC1)COC1=CC(=C(C=C1)N)CS(=O)(=O)C1=CC=CC2=CC=CC=C12 (4-[4-amino-3-(1-naphthylsulfonylmethyl)phenoxymethyl]-piperidine-1-carboxylic acid benzyl ester), C([O-])(O)=O.[Na+] (sodium bicarbonate). The product is C(C1=CC=CC=C1)OC(=O)N1CCC(CC1)COC=1C=C2C(=NNC2=CC1)S(=O)(=O)C1=CC=CC2=CC=CC=C12 (4-[3-(1-Naphthylsulfonyl)-1H-indazol-5-yloxymethyl]piperidine-1-carboxylic Acid Benzyl Ester), solid. Run in O (H2O), C1CCOC1 (THF), Cl (HCl). Reactants: [OH-].[Na+] (sodium hydroxide), NC1=CC=C(C=2C=C(C=C(C12)S(=O)(=O)O)S(=O)(=O)O)S(=O)(=O)O (8-amino-1,3,5-naphthalenetrisulfonic acid), C(C)O (ethanol). Solvent: O (water). Reaction conditions: time 30 minute. The product is [Na+].[Na+].[Na+].NC1=CC=C(C=2C=C(C=C(C12)S(=O)(=O)[O-])S(=O)(=O)[O-])S(=O)(=O)[O-] (8-amino-1,3,5-naphthalenetrisulfonic acid trisodium salt). Reaction SMILES: [NH2:1][C:2]1[C:11]2[C:10]([S:12]([OH:15])(=[O:14])=[O:13])=[CH:9][C:8]([S:16]([OH:19])(=[O:18])=[O:17])=[CH:7][C:6]=2[C:5]([S:20]([OH:23])(=[O:22])=[O:21])=[CH:4][CH:3]=1.[OH-].[Na+:25].C(O)C>O>[Na+:25].[Na+:25].[Na+:25].[NH2:1][C:2]1[C:11]2[C:10]([S:12]([O-:15])(=[O:14])=[O:13])=[CH:9][C:8]([S:16]([O-:19])(=[O:17])=[O:18])=[CH:7][C:6]=2[C:5]([S:20]([O-:23])(=[O:22])=[O:21])=[CH:4][CH:3]=1 |f:1.2,5.6.7.8|. Procedure details: To a mixture of 26.6 g of 8-amino-1,3,5-naphthalenetrisulfonic acid in 25 ml of water is added 12 ml of 5N sodium hydroxide. This solution is added to 125 ml of ethanol and stirred for 30 minutes. The resulting solid is recovered by filtration, washed with 50 ml of 80% ethanol followed by ethanol and ether and dried at 110° C. giving 8-amino-1,3,5-naphthalenetrisulfonic acid trisodium salt. Reactants: BrC=1C=C(C=NC1OCC(F)(F)F)NC(C1=CN=CC=C1)=O (N-[5-Bromo-6-(2,2,2-trifluoro-ethoxy)-pyridin-3-yl]-nicotinamide), ClC=1C=C(C=CC1)B(O)O (B-(3-chlorophenyl)-boronic acid). Yields the product ClC=1C=C(C=CC1)C=1C=C(C=NC1OCC(F)(F)F)NC(C1=CN=CC=C1)=O (N-(5-(3-chlorophenyl)-6-(2,2,2-trifluoroethoxy)pyridin-3-yl)nicotinamide). Reaction SMILES: Br[C:2]1[CH:3]=[C:4]([NH:14][C:15](=[O:22])[C:16]2[CH:21]=[CH:20][CH:19]=[N:18][CH:17]=2)[CH:5]=[N:6][C:7]=1[O:8][CH2:9][C:10]([F:13])([F:12])[F:11].[Cl:23][C:24]1[CH:25]=[C:26](B(O)O)[CH:27]=[CH:28][CH:29]=1>>[Cl:23][C:24]1[CH:29]=[C:28]([C:2]2[CH:3]=[C:4]([NH:14][C:15](=[O:22])[C:16]3[CH:21]=[CH:20][CH:19]=[N:18][CH:17]=3)[CH:5]=[N:6][C:7]=2[O:8][CH2:9][C:10]([F:13])([F:12])[F:11])[CH:27]=[CH:26][CH:25]=1. Procedure: The title compound was synthesized in analogy to Example 39, using N-[5-bromo-6-(2,2,2-trifluoro-ethoxy)-pyridin-3-yl]-nicotinamide (example G) and B-(3-chlorophenyl)-boronic acid (CAN 63503-60-6) as starting materials; LC-MS (UV peak area/ESI) 100%, 408.0719 (M+H)+. Starting materials: CCOC(C)=O, COC(=O)Cc1ccc(Oc2cc3c(cc2[N+](=O)[O-])C(=O)NC3=O)c(Cl)c1, [Na+], O=C([O-])O, O. Product: COC(=O)Cc1ccc(Oc2cc3c(cc2N)C(=O)NC3=O)c(Cl)c1. As a reaction SMILES: [CH3:34][CH2:35][O:36][C:37]([CH3:38])=[O:39].[Cl:1][c:2]1[cH:3][c:4]([CH2:23][C:24](=[O:25])[O:26][CH3:27])[cH:5][cH:6][c:7]1[O:8][c:9]1[cH:10][c:11]2[c:15]([cH:16][c:17]1[N+:18]([O-:19])=[O:20])[C:14](=[O:21])[NH:13][C:12]2=[O:22].[Na+:33].[O-:29][C:30]([OH:31])=[O:32].[OH2:28]>>[Cl:1][c:2]1[cH:3][c:4]([CH2:23][C:24](=[O:25])[O:26][CH3:27])[cH:5][cH:6][c:7]1[O:8][c:9]1[cH:10][c:11]2[c:15]([cH:16][c:17]1[NH2:18])[C:14](=[O:21])[NH:13][C:12]2=[O:22]. Starting materials: [BH4-], COCCOCCOC, CO, CC(C)[O-], CC(C)[O-], CC(C)[O-], CC(C)[O-], NCc1cc(C(F)(F)F)cc(C(F)(F)F)c1, [Na+], [Na+], [OH-], [Ti+4], Cc1ccc(S(=O)(=O)N2CCCC(=O)c3ccccc32)cc1. As a reaction SMILES: [BH4-:39].[CH3:43][O:44][CH2:45][CH2:46][O:47][CH2:48][CH2:49][O:50][CH3:51].[CH3:52][OH:53].[CH3:54][CH:55]([CH3:56])[O-:57].[CH3:59][CH:60]([CH3:61])[O-:62].[CH3:63][CH:64]([CH3:65])[O-:66].[CH3:67][CH:68]([CH3:69])[O-:70].[F:23][C:24]([c:25]1[cH:26][c:27]([CH2:28][NH2:29])[cH:30][c:31]([C:33]([F:34])([F:35])[F:36])[cH:32]1)([F:37])[F:38].[Na+:40].[Na+:42].[OH-:41].[Ti+4:58].[c:1]1([CH3:22])[cH:2][cH:3][c:4]([S:7](=[O:8])(=[O:9])[N:10]2[c:11]3[c:12]([cH:18][cH:19][cH:20][cH:21]3)[C:13](=[O:17])[CH2:14][CH2:15][CH2:16]2)[cH:5][cH:6]1>>[c:1]1([CH3:22])[cH:2][cH:3][c:4]([S:7](=[O:8])(=[O:9])[N:10]2[c:11]3[c:12]([cH:18][cH:19][cH:20][cH:21]3)[CH:13]([NH:29][CH2:28][c:27]3[cH:26][c:25]([C:24]([F:23])([F:37])[F:38])[cH:32][c:31]([C:33]([F:34])([F:35])[F:36])[cH:30]3)[CH2:14][CH2:15][CH2:16]2)[cH:5][cH:6]1. Product: Cc1ccc(S(=O)(=O)N2CCCC(NCc3cc(C(F)(F)F)cc(C(F)(F)F)c3)c3ccccc32)cc1. Reactants: [H-].[Na+] (NaH), CC1(C=NNC(S1)=O)C (6,6-dimethyl-3,6-dihydro-2H-1,3,4-thiadiazin-2-one), C(C)I (ethyl iodide). Solvent: CN(C=O)C (dimethylformamide). Run at time 1 hour. Product: C(C)N1C(SC(C=N1)(C)C)=O (3-ethyl-6,6-dimethyl-3,6-dihydro-2H-1,3,4-thiadiazin-2-one). As a reaction SMILES: [CH3:1][C:2]1([CH3:9])[S:7][C:6](=[O:8])[NH:5][N:4]=[CH:3]1.[H-].[Na+].[CH2:12](I)[CH3:13]>CN(C)C=O>[CH2:12]([N:5]1[N:4]=[CH:3][C:2]([CH3:9])([CH3:1])[S:7][C:6]1=[O:8])[CH3:13] |f:1.2|. Procedure: A solution of 2.8 g of 5-[1-N-ethyl-3,4-dimethoxybenzimidoyl)-1,2,3,4-tetrahydroquinolin-6-yl]-6,6-dimethyl-3,6-dihydro-2H-1,3,4-thiadiazin-2-one (m.p. 188°) in 40 ml of dimethylformamide is treated with ice-cooling with 0.3 g of NaH and the mixture is stirred for 1 hour. 1.5 ml of ethyl iodide are then added, the mixture is stirred fur a further 2 hours and, after customary working up, 5-[1-N-ethyl-3,4-dimethoxybenzimidoyl)-1,2,3,4-tetrahydroquinolin-6-yl]-3-ethyl-6,6-dimethyl-3,6-dihydro-2H-1,... Starting materials: NC[C@@H]1[C@H]2C[C@H]2CN1C(=O)C=1N=C(SC1C=1C=C(C=CC1)C)C (((1S,2S,5R)-2-Aminomethyl-3-aza-bicyclo[3.1.0]hex-3-yl)-(2-methyl-5-m-tolyl-thiazol-4-yl)-methanone), ClC1=CC(=C(C(=O)O)C=C1)OC (4-Chloro-2-methoxy-benzoic acid). Yields the product ClC1=CC(=C(C(=O)NC[C@@H]2[C@H]3C[C@H]3CN2C(=O)C=2N=C(SC2C=2C=C(C=CC2)C)C)C=C1)OC (4-Chloro-2-methoxy-N-[(1S,2S,5R)-3-(2-methyl-5-m-tolyl-thiazole-4-carbonyl)-3-aza-bicyclo[3.1.0]hex-2-ylmethyl]-benzamide). Reaction SMILES: [NH2:1][CH2:2][C@H:3]1[N:8]([C:9]([C:11]2[N:12]=[C:13]([CH3:23])[S:14][C:15]=2[C:16]2[CH:17]=[C:18]([CH3:22])[CH:19]=[CH:20][CH:21]=2)=[O:10])[CH2:7][C@H:6]2[C@@H:4]1[CH2:5]2.[Cl:24][C:25]1[CH:33]=[CH:32][C:28]([C:29](O)=[O:30])=[C:27]([O:34][CH3:35])[CH:26]=1>>[Cl:24][C:25]1[CH:33]=[CH:32][C:28]([C:29]([NH:1][CH2:2][C@H:3]2[N:8]([C:9]([C:11]3[N:12]=[C:13]([CH3:23])[S:14][C:15]=3[C:16]3[CH:17]=[C:18]([CH3:22])[CH:19]=[CH:20][CH:21]=3)=[O:10])[CH2:7][C@H:6]3[C@@H:4]2[CH2:5]3)=[O:30])=[C:27]([O:34][CH3:35])[CH:26]=1. Procedure details: prepared by reaction of ((1S,2S,5R)-2-Aminomethyl-3-aza-bicyclo[3.1.0]hex-3-yl)-(2-methyl-5-m-tolyl-thiazol-4-yl)-methanone with 4-Chloro-2-methoxy-benzoic acid. LC-MS (basic): tR=0.96 min; [M+H]+=496.0.